describe an organic reaction: reactants, conditions, products, and yield From a dataset of the Open Reaction Database (ORD), a public repository of structured organic reaction records. Starting materials: BrC1=CC(=C(C(=C1)C)C1C(CC(C1=O)CC1CCOCC1)=O)C (2-(4-bromo-2,6-dimethylphenyl)-4-(tetrahydropyran-4-ylmethyl)cyclopentane-1,3-dione), P(=O)([O-])([O-])[O-].[K+].[K+].[K+] (potassium phosphate), C1(CC1)B(O)O (cyclopropyl boronic acid), C1(=CC=CC=C1)C (toluene). Reagents/catalysts: C=1C=CC(=CC1)[P](C=2C=CC=CC2)(C=3C=CC=CC3)[Pd]([P](C=4C=CC=CC4)(C=5C=CC=CC5)C=6C=CC=CC6)([P](C=7C=CC=CC7)(C=8C=CC=CC8)C=9C=CC=CC9)[P](C=1C=CC=CC1)(C=1C=CC=CC1)C=1C=CC=CC1 (tetrakis(triphenylphosphine)palladium). Run in O (water), C(OC)COC (dimethoxyethane). Conditions: temperature 130 celsius. Yields the product C1(CC1)C1=CC(=C(C(=C1)C)C1C(CC(C1=O)CC1CCOCC1)=O)C (2-(4-cyclopropyl-2,6-dimethyl-phenyl)-4-(tetrahydropyran-4-ylmethyl)-cyclopentane-1,3-dione). Yield: 13.6%. RXN SMILES: Br[C:2]1[CH:7]=[C:6]([CH3:8])[C:5]([CH:9]2[C:13](=[O:14])[CH:12]([CH2:15][CH:16]3[CH2:21][CH2:20][O:19][CH2:18][CH2:17]3)[CH2:11][C:10]2=[O:22])=[C:4]([CH3:23])[CH:3]=1.P([O-])([O-])([O-])=O.[K+].[K+].[K+].[CH:32]1(B(O)O)[CH2:34][CH2:33]1.C1(C)C=CC=CC=1>C1C=CC([P]([Pd]([P](C2C=CC=CC=2)(C2C=CC=CC=2)C2C=CC=CC=2)([P](C2C=CC=CC=2)(C2C=CC=CC=2)C2C=CC=CC=2)[P](C2C=CC=CC=2)(C2C=CC=CC=2)C2C=CC=CC=2)(C2C=CC=CC=2)C2C=CC=CC=2)=CC=1.O.C(COC)OC>[CH:32]1([C:2]2[CH:7]=[C:6]([CH3:8])[C:5]([CH:9]3[C:13](=[O:14])[CH:12]([CH2:15][CH:16]4[CH2:21][CH2:20][O:19][CH2:18][CH2:17]4)[CH2:11][C:10]3=[O:22])=[C:4]([CH3:23])[CH:3]=2)[CH2:34][CH2:33]1 |f:1.2.3.4,^1:48,50,69,88|. Procedure: A mixture of 2-(4-bromo-2,6-dimethylphenyl)-4-(tetrahydropyran-4-ylmethyl)cyclopentane-1,3-dione (0.1 g, 0.26 mmol), potassium phosphate (0.11 g, 0.53 mmol), cyclopropyl boronic acid (0.09 g, 1.05 mmol) and tetrakis(triphenylphosphine)palladium (0) (0.06 g, 0.053 mmol), toluene (2 ml), dimethoxyethane (0.5 ml) and water (0.5 ml) is heated under microwave conditions at 130° C. for 22 minutes. The organic solvent is evaporated under vacuo, diluted with water and extracted with ethylacetate (3×25 m... Reactants: BrC=1SC(=C(C1C(CCl)=O)Cl)Cl (1-(2-Bromo-4,5-dichloro-thiophen-3-yl)-2-chloro-ethanone), C(C)(=O)C1=CSC=C1 (3-acetylthiophene), ClCC(=O)Cl (chloroacetyl chloride). Yields the product C(C)(=O)C=1C=C(SC1)C(CCl)=O (1-(4-Acetyl-thiophen-2-yl)-2-chloro-ethanone). The yield is 41.0%. RXN SMILES: Br[C:2]1[S:3][C:4](Cl)=[C:5](Cl)[C:6]=1[C:7](=[O:10])[CH2:8]Cl.C(C1C=CSC=1)(=O)C.[Cl:21][CH2:22][C:23](Cl)=[O:24]>>[C:7]([C:6]1[CH:5]=[C:4]([C:23](=[O:24])[CH2:22][Cl:21])[S:3][CH:2]=1)(=[O:10])[CH3:8]. Reported procedure: General procedure described for compounds 1 and 2 starting from 3-acetylthiophene and chloroacetyl chloride. Purified by column chromatography column (hexane:ethyl acetate 2:1), yield 41% m.p.: 118-119° C., 1H-NMR (CDCl3): δ8.3 (s, 1H, Ar), 8.1 (s, 1H, Ar), 4.60 (s, 2H, CH2), 2.56 (s, 3H, CH3); 13C-NMR (CDCl3): δ191.6 (CO), 184.5 (CO), 143.3 (C—CO), 141.7 (C—CO), 139.7 (CH), 132.0 (CH), 45.4 (CH2), 27.4 (CH3); M/z (EI): 204, 202 (M+, 6, 17%), 153 (M-CH2Cl, 100%); HPLC: Delta Pak Column C18, 5 μm... The reactants are O=Cc1cnn2ccc(Cn3nnc4ncc(-c5cnn(CCOC6CCCCO6)c5)nc43)cc12, OCCn1cc(-c2cnc3nnn(Cc4ccn5ncc(CO)c5c4)c3n2)cn1. Product: OCc1cnn2ccc(Cn3nnc4ncc(-c5cnn(CCOC6CCCCO6)c5)nc43)cc12. RXN SMILES: [O:1]1[CH:2]([O:7][CH2:8][CH2:9][n:10]2[n:11][cH:12][c:13](-[c:15]3[cH:16][n:17][c:18]4[c:19]([n:20]3)[n:21]([CH2:24][c:25]3[cH:26][c:27]5[n:28]([cH:29][cH:30]3)[n:31][cH:32][c:33]5[CH:34]=[O:35])[n:22][n:23]4)[cH:14]2)[CH2:3][CH2:4][CH2:5][CH2:6]1.[OH:36][CH2:37][c:38]1[cH:39][n:40][n:41]2[cH:42][cH:43][c:44]([CH2:45][n:46]3[c:47]4[n:48][c:49](-[c:50]5[cH:51][n:52][n:53]([CH2:54][CH2:55][OH:56])[cH:57]5)[cH:58][n:59][c:60]4[n:61][n:62]3)[cH:63][c:64]12>>[O:1]1[CH:2]([O:7][CH2:8][CH2:9][n:10]2[n:11][cH:12][c:13](-[c:15]3[cH:16][n:17][c:18]4[c:19]([n:20]3)[n:21]([CH2:24][c:25]3[cH:26][c:27]5[n:28]([cH:29][cH:30]3)[n:31][cH:32][c:33]5[CH2:34][OH:35])[n:22][n:23]4)[cH:14]2)[CH2:3][CH2:4][CH2:5][CH2:6]1. The reactants are [H-].[H-].[H-].[H-].[Li+].[Al+3] (LiAlH4), FC1=CC=C(C=C1)C1=C(C(=NC(=C1)C1=CC=CC=C1)C(C)C)C(=O)OCC (4-(4-fluorophenyl)-2-(1-methylethyl)-6-phenyl-3-pyridinecarboxylic acid, ethyl ester). Run in CCOCC (Et2O), CCOCC (Et2O). Reaction conditions: time 2.5 hour. The product is FC1=CC=C(C=C1)C1=C(C(=NC(=C1)C1=CC=CC=C1)C(C)C)CO (4-(4-fluorophenyl)-2-(1-methylethyl)-6-phenyl-3-pyridinemethanol). Isolated yield 77.8%. As a reaction SMILES: [H-].[H-].[H-].[H-].[Li+].[Al+3].[F:7][C:8]1[CH:13]=[CH:12][C:11]([C:14]2[CH:19]=[C:18]([C:20]3[CH:25]=[CH:24][CH:23]=[CH:22][CH:21]=3)[N:17]=[C:16]([CH:26]([CH3:28])[CH3:27])[C:15]=2[C:29](OCC)=[O:30])=[CH:10][CH:9]=1>CCOCC>[F:7][C:8]1[CH:13]=[CH:12][C:11]([C:14]2[CH:19]=[C:18]([C:20]3[CH:25]=[CH:24][CH:23]=[CH:22][CH:21]=3)[N:17]=[C:16]([CH:26]([CH3:28])[CH3:27])[C:15]=2[CH2:29][OH:30])=[CH:10][CH:9]=1 |f:0.1.2.3.4.5|. Procedure details: A slurry of LiAlH4 (775 mg, 20.4 mmol) in dry Et2O (70 ml) at 0° C. was treated with a solution of 4-(4-fluorophenyl)-2-(1-methylethyl)-6-phenyl-3-pyridinecarboxylic acid, ethyl ester (4.80 gm, 13.2 mmol) in Et2O (5 ml). After 2.5 hours, the reaction was quenched and diluted with H2O and the aqueous layer was extracted twice with Et2O and once with EtOAc. The combined organic layers were washed with H2O and brine, then dried (Na2SO4), filtered and stripped. The resulting solid was dissolved in h... The reactants are OC1=C(C=O)C=CC(=C1)OCC(=O)C1=CC=2C(CCC(C2C=C1)(C)C)(C)C (2-hydroxy-4-(5,6,7,8-tetrahydro-5,5,8,8-tetramethyl-2-naphthoylmethyloxy)benzaldehyde). Reagents/catalysts: [Pd] (palladium on charcoal). Solvent: O1CCOCC1 (dioxane). Product: CC1(C=2C=CC(=CC2C(CC1)(C)C)C(COC1=CC(=C(C=C1)C)O)=O)C (1-(5,6,7,8-Tetrahydro-5,5,8,8-tetramethyl-2-naphthyl)-2-(3-hydroxy-4-methylphenoxy)ethanone). RXN SMILES: [OH:1][C:2]1[CH:9]=[C:8]([O:10][CH2:11][C:12]([C:14]2[CH:23]=[CH:22][C:21]3[C:20]([CH3:25])([CH3:24])[CH2:19][CH2:18][C:17]([CH3:27])([CH3:26])[C:16]=3[CH:15]=2)=[O:13])[CH:7]=[CH:6][C:3]=1[CH:4]=O>[Pd].O1CCOCC1>[CH3:24][C:20]1([CH3:25])[CH2:19][CH2:18][C:17]([CH3:26])([CH3:27])[C:16]2[CH:15]=[C:14]([C:12](=[O:13])[CH2:11][O:10][C:8]3[CH:7]=[CH:6][C:3]([CH3:4])=[C:2]([OH:1])[CH:9]=3)[CH:23]=[CH:22][C:21]1=2. Procedure: 1 g (2.7 mmol) of 2-hydroxy-4-(5,6,7,8-tetrahydro-5,5,8,8-tetramethyl-2-naphthoylmethyloxy)benzaldehyde, 100 mg of palladium on charcoal (5%) and 50 ml of dioxane are introduced into a reactor. The mixture is hydrogenated at room temperature and under a pressure of 3 bars, the catalyst is filtered off and the filtrate is evaporated. The residue obtained is purified by chromatography on a silica column and eluted with a mixture of hexane and ethyl ether (70:30). After evaporation of the solvents,... Reactants: Cl.CN1CCN(CC1)C1=NC(=NC(=C1)N1CC2=CC(=CC=C2CC1C)C1CCNCC1)N (4-(4-methylpiperazin-1-yl)-6-(3-methyl-7-piperidin-4-yl-3,4-dihydroisoquinolin-2(1H)-yl)pyrimidin-2-amine HCl salt), CN(C(=O)Cl)C (N,N-dimethylcarbamoyl chloride). Product: NC1=NC(=CC(=N1)N1CC2=CC(=CC=C2CC1C)C1CCN(CC1)C(=O)N(C)C)N1CCN(CC1)C (4-{2-[2-Amino-6-(4-methylpiperazin-1-yl)pyrimidin-4-yl]-3-methyl-1,2,3,4-tetrahydroisoquinolin-7-yl}-N,N-dimethylpiperidine-1-carboxamide). RXN SMILES: Cl.[CH3:2][N:3]1[CH2:8][CH2:7][N:6]([C:9]2[CH:14]=[C:13]([N:15]3[CH:24]([CH3:25])[CH2:23][C:22]4[C:17](=[CH:18][C:19]([CH:26]5[CH2:31][CH2:30][NH:29][CH2:28][CH2:27]5)=[CH:20][CH:21]=4)[CH2:16]3)[N:12]=[C:11]([NH2:32])[N:10]=2)[CH2:5][CH2:4]1.[CH3:33][N:34]([CH3:38])[C:35](Cl)=[O:36]>>[NH2:32][C:11]1[N:12]=[C:13]([N:15]2[CH:24]([CH3:25])[CH2:23][C:22]3[C:17](=[CH:18][C:19]([CH:26]4[CH2:27][CH2:28][N:29]([C:35]([N:34]([CH3:38])[CH3:33])=[O:36])[CH2:30][CH2:31]4)=[CH:20][CH:21]=3)[CH2:16]2)[CH:14]=[C:9]([N:6]2[CH2:7][CH2:8][N:3]([CH3:2])[CH2:4][CH2:5]2)[N:10]=1 |f:0.1|. Procedure details: This compound was prepared by using procedures analogous to those described for the synthesis of Example 138 starting from 4-(4-methylpiperazin-1-yl)-6-(3-methyl-7-piperidin-4-yl-3,4-dihydroisoquinolin-2(1H)-yl)pyrimidin-2-amine HCl salt and N,N-dimethylcarbamoyl chloride. LCMS (M+H)+: m/z=493.2.